This data is from the Open Reaction Database (ORD), a public repository of structured organic reaction records. The task is: describe an organic reaction: reactants, conditions, products, and yield The reactants are [Br-], CC(Br)C(=O)OCc1ccccc1, Oc1cc(Br)ccc1Br, O=C([O-])[O-], CC(=O)CC(C)C, [K+], [K+], [K+], [Na+], [OH-]. Product: CC(Oc1cc(Br)ccc1Br)C(=O)OCc1ccccc1. Reaction SMILES: [Br-:32].[Br:10][CH:11]([C:12](=[O:13])[O:14][CH2:15][c:16]1[cH:17][cH:18][cH:19][cH:20][cH:21]1)[CH3:22].[Br:1][c:2]1[c:3]([OH:9])[cH:4][c:5]([Br:8])[cH:6][cH:7]1.[C:23](=[O:24])([O-:25])[O-:26].[CH2:33]([C:34]([CH3:35])=[O:36])[CH:37]([CH3:38])[CH3:39].[K+:27].[K+:28].[K+:31].[Na+:30].[OH-:29]>>[Br:1][c:2]1[c:3]([O:9][CH:11]([C:12](=[O:13])[O:14][CH2:15][c:16]2[cH:17][cH:18][cH:19][cH:20][cH:21]2)[CH3:22])[cH:4][c:5]([Br:8])[cH:6][cH:7]1. Reactants: ClCOCc1ccccc1, [K+], [K+], O=C([O-])[O-], CN(C)C=O, O, c1nnn[nH]1. Product: c1ccc(COCn2ncnn2)cc1. Reaction SMILES: [Cl:12][CH2:13][O:14][CH2:15][c:16]1[cH:17][cH:18][cH:19][cH:20][cH:21]1.[K+:6].[K+:7].[O-:8][C:9]([O-:10])=[O:11].[O:22]=[CH:23][N:24]([CH3:25])[CH3:26].[OH2:27].[nH:1]1[n:2][n:3][n:4][cH:5]1>>[n:1]1[n:2]([CH2:13][O:14][CH2:15][c:16]2[cH:17][cH:18][cH:19][cH:20][cH:21]2)[n:3][n:4][cH:5]1.